This data is from the Open Reaction Database (ORD), a public repository of structured organic reaction records. The task is: describe an organic reaction: reactants, conditions, products, and yield The reactants are COc1cc(Br)c(O)c(C=O)c1, CI, CC(C)=O, [K+], [K+], O=C([O-])[O-], O. Product: COc1cc(Br)c(OC)c(C=O)c1. Reaction SMILES: [Br:1][c:2]1[c:3]([OH:12])[c:4]([CH:5]=[O:6])[cH:7][c:8]([O:10][CH3:11])[cH:9]1.[CH3:13][I:14].[CH3:22][C:23](=[O:24])[CH3:25].[K+:15].[K+:16].[O-:17][C:18]([O-:19])=[O:20].[OH2:21]>>[Br:1][c:2]1[c:3]([O:12][CH3:18])[c:4]([CH:5]=[O:6])[cH:7][c:8]([O:10][CH3:11])[cH:9]1. The reactants are BrC=1C=NC=C(C(=O)C2C(N(CC2)C)=O)C1 (3-(5-bromonicotinoyl)-1-methylpyrrolidin-2-one), C(C)(=O)C1=CC=C(S1)B(O)O (5-Acetyl-2-thiopheneboronic acid), C(Cl)Cl (DCM), C(=O)([O-])[O-].[Na+].[Na+] (Na2CO3). Reagents/catalysts: C1(=CC=CC=C1)P([C-]1C=CC=C1)C1=CC=CC=C1.[C-]1(C=CC=C1)P(C1=CC=CC=C1)C1=CC=CC=C1.[Fe+2] (1,1′-bis(diphenylphosphino)ferrocene). Solvent: C1(=CC=CC=C1)C.O1CCOCC1 (toluene 1,4-dioxane). Run at temperature 85 celsius. The product is C(C)(=O)C1=CC=C(S1)C=1C=NC=C(C(=O)C2C(N(CC2)C)=O)C1 (3-(5-(5-acetylthiophen-2-yl)nicotinoyl)-1-methylpyrrolidin-2-one). The yield is 50.0%. Reaction SMILES: Br[C:2]1[CH:3]=[N:4][CH:5]=[C:6]([CH:16]=1)[C:7]([CH:9]1[CH2:13][CH2:12][N:11]([CH3:14])[C:10]1=[O:15])=[O:8].[C:17]([C:20]1[S:24][C:23](B(O)O)=[CH:22][CH:21]=1)(=[O:19])[CH3:18].C(Cl)Cl.C([O-])([O-])=O.[Na+].[Na+]>C1(C)C=CC=CC=1.O1CCOCC1.C1(P(C2C=CC=CC=2)[C-]2C=CC=C2)C=CC=CC=1.[C-]1(P(C2C=CC=CC=2)C2C=CC=CC=2)C=CC=C1.[Fe+2]>[C:17]([C:20]1[S:24][C:23]([C:2]2[CH:3]=[N:4][CH:5]=[C:6]([CH:16]=2)[C:7]([CH:9]2[CH2:13][CH2:12][N:11]([CH3:14])[C:10]2=[O:15])=[O:8])=[CH:22][CH:21]=1)(=[O:19])[CH3:18] |f:3.4.5,6.7,8.9.10|. Reported procedure: A mixture of 3-(5-bromonicotinoyl)-1-methylpyrrolidin-2-one 3 (1 equiv), 5-Acetyl-2-thiopheneboronic acid (1.2 equiv), 1,1′-bis(diphenylphosphino)ferrocene]dichloro palladium(II) complex with DCM (0.1 equiv) and 2M Na2CO3 (4 equiv) in toluene/1,4-dioxane (4:1, 15 volumes) was degassed and filled with nitrogen. Then the reaction mixture was heated to 85° C. and maintained for 2 h. After completion of the reaction filtered through Celite bed and washed with ethyl acetate. The combined organic laye...